This data is from the Open Reaction Database (ORD), a public repository of structured organic reaction records. The task is: describe an organic reaction: reactants, conditions, products, and yield Reported procedure: A mixture of 0.28 g of 2-(3-fluoropyridin-4-yl)-5-(trifluoromethyl)benzothiazole, 0.28 g of potassium carbonate and 3 ml of methanol was refluxed with heating for 1.5 hours. The reaction mixture was cooled down to room temperature. To the reaction mixture was added water, and the resultant mixture was extracted with ethyl acetate twice. The combined organic layers were washed with water and saturated saline, dried over magnesium sulfate, then, concentrated under reduced pressure. The residue was... RXN SMILES: F[C:2]1[CH:3]=[N:4][CH:5]=[CH:6][C:7]=1[C:8]1[S:9][C:10]2[CH:16]=[CH:15][C:14]([C:17]([F:20])([F:19])[F:18])=[CH:13][C:11]=2[N:12]=1.[C:21](=O)([O-])[O-:22].[K+].[K+].CO>O>[CH3:21][O:22][C:2]1[CH:3]=[N:4][CH:5]=[CH:6][C:7]=1[C:8]1[S:9][C:10]2[CH:16]=[CH:15][C:14]([C:17]([F:20])([F:19])[F:18])=[CH:13][C:11]=2[N:12]=1 |f:1.2.3|. The product is COC=1C=NC=CC1C=1SC2=C(N1)C=C(C=C2)C(F)(F)F (2-(3-methoxypyridin-4-yl)-5-(trifluoromethyl)benzothiazole). Starting materials: FC=1C=NC=CC1C=1SC2=C(N1)C=C(C=C2)C(F)(F)F (2-(3-fluoropyridin-4-yl)-5-(trifluoromethyl)benzothiazole), C([O-])([O-])=O.[K+].[K+] (potassium carbonate), CO (methanol). The solvent is O (water). Starting materials: C(C1=CC=CC=C1)N1C[C@]2(CCCO[C@@H]2C1)NC(=O)OC(C)(C)C ((1R*,6S*)-8-benzyl-6-(tert-butoxycarbonylamino)-2-oxa-8-azabicyclo[4.3.0]nonane), [H][H] (hydrogen). Reagents/catalysts: [C].[Pd] (palladium-carbon). Run in CO (methanol). Yields the product C(C)(C)(C)OC(=O)N[C@@]12CCCO[C@@H]2CNC1 ((1R*,6S*)-6-(tert-butoxycarbonylamino)-2-oxa-8-azabicyclo[4.3.0]nonane). Yield: 122.2%. RXN SMILES: C([N:8]1[CH2:16][C@@H:15]2[C@:10]([NH:17][C:18]([O:20][C:21]([CH3:24])([CH3:23])[CH3:22])=[O:19])([CH2:11][CH2:12][CH2:13][O:14]2)[CH2:9]1)C1C=CC=CC=1.[H][H]>[C].[Pd].CO>[C:21]([O:20][C:18]([NH:17][C@@:10]12[CH2:9][NH:8][CH2:16][C@H:15]1[O:14][CH2:13][CH2:12][CH2:11]2)=[O:19])([CH3:24])([CH3:22])[CH3:23] |f:2.3|. Procedure details: A 10% palladium-carbon catalyst (50% wet, 50 mg) was added to a solution of (1R*,6S*)-8-benzyl-6-(tert-butoxycarbonylamino)-2-oxa-8-azabicyclo[4.3.0]nonane (50 mg, 0.152 mmol) in methanol (10 mL), and the mixture was stirred in a hydrogen atmosphere at room temperature for 1.5 hours. The catalyst was removed by filtration, and then the solvent was evaporated under reduced pressure to give 45 mg of (1R*,6S*)-6-(tert-butoxycarbonylamino)-2-oxa-8-azabicyclo[4.3.0]nonane. Starting materials: COC1(CNCC1)C1=CC(=CC=C1)OCC1=CC2=CC=CC=C2C=C1 (3-methoxy-3-[3-(naphth-2-ylmethoxy)phenyl]pyrrolidine), ClCC#N (2-chloroacetonitrile). The product is C(#N)CN1CC(CC1)(C1=CC(=CC=C1)OCC1=CC2=CC=CC=C2C=C1)OC (1-(cyanomethyl)-3-methoxy-3-[3-(naphth-2-ylmethoxy)phenyl]pyrrolidine). Yield: 45.0%. As a reaction SMILES: [CH3:1][O:2][C:3]1([C:8]2[CH:13]=[CH:12][CH:11]=[C:10]([O:14][CH2:15][C:16]3[CH:25]=[CH:24][C:23]4[C:18](=[CH:19][CH:20]=[CH:21][CH:22]=4)[CH:17]=3)[CH:9]=2)[CH2:7][CH2:6][NH:5][CH2:4]1.Cl[CH2:27][C:28]#[N:29]>>[C:28]([CH2:27][N:5]1[CH2:6][CH2:7][C:3]([O:2][CH3:1])([C:8]2[CH:13]=[CH:12][CH:11]=[C:10]([O:14][CH2:15][C:16]3[CH:25]=[CH:24][C:23]4[C:18](=[CH:19][CH:20]=[CH:21][CH:22]=4)[CH:17]=3)[CH:9]=2)[CH2:4]1)#[N:29]. Procedure details: Using an analogous procedure to that described in Example 3, 3-methoxy-3-[3-(naphth-2-ylmethoxy)phenyl]pyrrolidine was reacted with 2-chloroacetonitrile to give 1-(cyanomethyl)-3-methoxy-3-[3-(naphth-2-ylmethoxy)phenyl]pyrrolidine in 45% yield, m.p. 76°-77° C. (recrystallised from methanol). Starting materials: formula IV, CS(=O)(=O)O (Methanesulfonic acid), [Li]CCCC (BuLi), NC1=C(C=C(C=C1)Cl)C(C(F)(F)F)=O (1-(2-amino-5-chlorophenyl)-2,2,2-trifluoroethanone), [H][H] (hydrogen), [H][H] (hydrogen), CS(=O)(=O)O (methanesulfonic acid), [Li]CCCC (BuLi), C#CCCCC (1-hexyne), C#CCCCC (1-hexyne), C(C)[Zn]CC (diethylzinc). Solvent: C1CCOC1.C1(=CC=CC=C1)C (THF toluene), C1(=CC=CC=C1)C (toluene), C1(=CC=CC=C1)C (toluene), C1(=CC=CC=C1)C.C1CCOC1 (toluene THF), C1(=CC=CC=C1)C (toluene). Conditions: temperature 20 celsius, time 60 minute. Yields the product CS(=O)(=O)OC(C(F)(F)F)(C#CCCCC)C1=C(C=CC(=C1)Cl)N (2-(2-Amino-5-chlorophenyl)-1,1,1-trifluorooct-3-yn-2-ol methanesulfonate). Yield: 59.0%. As a reaction SMILES: C([Zn]CC)C.[CH:6]#[C:7][CH2:8][CH2:9][CH2:10][CH3:11].[Li]CCCC.[NH2:17][C:18]1[CH:23]=[CH:22][C:21]([Cl:24])=[CH:20][C:19]=1[C:25](=[O:30])[C:26]([F:29])([F:28])[F:27].[H][H].[CH3:33][S:34](O)(=[O:36])=[O:35]>C1COCC1.C1(C)C=CC=CC=1.C1(C)C=CC=CC=1>[CH3:33][S:34]([O:30][C:25]([C:19]1[CH:20]=[C:21]([Cl:24])[CH:22]=[CH:23][C:18]=1[NH2:17])([C:6]#[C:7][CH2:8][CH2:9][CH2:10][CH3:11])[C:26]([F:29])([F:27])[F:28])(=[O:36])=[O:35] |f:6.7|. Procedure details: A solution of (1S,2R)-PNE (18.7%-w/w, 19.7 g, 18.0 mmol) in THF/toluene (9:1-w/w) was charged to a vessel at room temperature. A solution of diethylzinc in toluene (29.9%-w/w, 6.10 g, 14.8 mmol) was added at 17 to 25° C. and the mixture was aged at said temperature for 30 min, 1-hexyne (97%-w/w, 6.10 g, 72.0 mmol, compound of formula III, wherein R2 is n-butyl) was added at 18° C. and the resulting solution was aged at 20° C. for 60 min. A solution of BuLi in toluene (3.09 mol/kg, 17.8 g, 55.0 m... Starting materials: CC(C)(C#Cc1ccccc1)C#Cc1ccccc1, CCCCCC, N. Reaction SMILES: [CH3:1][C:2]([C:3]#[C:4][c:5]1[cH:6][cH:7][cH:8][cH:9][cH:10]1)([C:11]#[C:12][c:13]1[cH:14][cH:15][cH:16][cH:17][cH:18]1)[CH3:19].[CH3:21][CH2:22][CH2:23][CH2:24][CH2:25][CH3:26].[NH3:20]>>[CH3:1][C:2]1([CH3:19])[CH2:3][C:4]([c:5]2[cH:6][cH:7][cH:8][cH:9][cH:10]2)=[N:20][C:11]1=[CH:12][c:13]1[cH:14][cH:15][cH:16][cH:17][cH:18]1. Product: CC1(C)CC(c2ccccc2)=NC1=Cc1ccccc1. Reactants: C(CCC)C1(C2=CC=CC=C2C=2C=CC=CC12)O (9-butyl-9H-fluoren-9-ol), COC([C@@H](NC(=O)OCC1C2=CC=CC=C2C=2C=CC=CC12)[C@H](O)C)=O (Nα -(9-fluorenylmethoxycarbonyl)-L-threonine methyl ester). Product: C(CCC)C1(C2=CC=CC=C2C=2C=CC=CC12)O[C@@H]([C@H](N)C(=O)O)C (O-(9-Butyl-9H-fluoren-9-yl)-L-threonine). As a reaction SMILES: [CH2:1]([C:5]1([OH:18])[C:17]2[CH:16]=[CH:15][CH:14]=[CH:13][C:12]=2[C:11]2[C:6]1=[CH:7][CH:8]=[CH:9][CH:10]=2)[CH2:2][CH2:3][CH3:4].C[O:20][C:21](=[O:44])[C@H:22]([C@@H:41]([CH3:43])O)[NH:23]C(OCC1C2C=CC=CC=2C2C1=CC=CC=2)=O>>[CH2:1]([C:5]1([O:18][C@H:41]([CH3:43])[C@@H:22]([C:21]([OH:44])=[O:20])[NH2:23])[C:6]2[CH:7]=[CH:8][CH:9]=[CH:10][C:11]=2[C:12]2[C:17]1=[CH:16][CH:15]=[CH:14][CH:13]=2)[CH2:2][CH2:3][CH3:4]. Reported procedure: from 9-butyl-9H-fluoren-9-ol (Example 3h) and Nα -(9-fluorenylmethoxycarbonyl)-L-threonine methyl ester; The reactants are CNC, CC(=O)O, CC(C)O, CCC(CC)c1nnc(SC)n(N)c1=O. Product: CCC(CC)c1nnc(N(C)C)n(N)c1=O. RXN SMILES: [CH3:1][NH:2][CH3:3].[CH3:4][C:5](=[O:6])[OH:7].[CH:23]([OH:24])([CH3:25])[CH3:26].[NH2:8][n:9]1[c:10]([S:21][CH3:22])[n:11][n:12][c:13]([CH:16]([CH2:17][CH3:18])[CH2:19][CH3:20])[c:14]1=[O:15]>>[CH3:1][N:2]([CH3:3])[c:10]1[n:9]([NH2:8])[c:14](=[O:15])[c:13]([CH:16]([CH2:17][CH3:18])[CH2:19][CH3:20])[n:12][n:11]1.